Dataset: the Open Reaction Database (ORD), a public repository of structured organic reaction records. Task: describe an organic reaction: reactants, conditions, products, and yield Reactants: F[B-](F)(F)F, CC(C)(C)c1ccc(N)cc1, CCN(C(C)C)C(C)C, C1CCOC1, O, On1nnc2ccccc21, O=C(O)C1CCC2(CC1)CC(c1ccccc1)=NO2, CN(C)C(On1nnc2ccccc21)=[N+](C)C. The product is CC(C)(C)c1ccc(NC(=O)C2CCC3(CC2)CC(c2ccccc2)=NO3)cc1. As a reaction SMILES: [B-:40]([F:41])([F:42])([F:43])[F:44].[C:62]([CH3:63])([CH3:64])([CH3:65])[c:66]1[cH:67][cH:68][c:69]([NH2:70])[cH:71][cH:72]1.[CH2:20]([N:21]([CH:22]([CH3:23])[CH3:24])[CH:25]([CH3:26])[CH3:27])[CH3:28].[CH2:73]1[O:74][CH2:75][CH2:76][CH2:77]1.[OH2:29].[OH:30][n:31]1[c:32]2[cH:33][cH:34][cH:35][cH:36][c:37]2[n:38][n:39]1.[c:1]1([C:7]2=[N:8][O:9][C:10]3([CH2:11]2)[CH2:12][CH2:13][CH:14]([C:17](=[O:18])[OH:19])[CH2:15][CH2:16]3)[cH:2][cH:3][cH:4][cH:5][cH:6]1.[n:45]1([O:46][C:47]([N:48]([CH3:49])[CH3:50])=[N+:51]([CH3:52])[CH3:53])[c:54]2[cH:55][cH:56][cH:57][cH:58][c:59]2[n:60][n:61]1>>[c:1]1([C:7]2=[N:8][O:9][C:10]3([CH2:11]2)[CH2:12][CH2:13][CH:14]([C:17](=[O:19])[NH:70][c:69]2[cH:68][cH:67][c:66]([C:62]([CH3:63])([CH3:64])[CH3:65])[cH:72][cH:71]2)[CH2:15][CH2:16]3)[cH:2][cH:3][cH:4][cH:5][cH:6]1. The reactants are CC(O)CCO, Cc1ccccc1, CC(C)c1nc(-c2ccc(F)cc2)c(-c2ccc(F)cc2)n1C=CC=O, O, Cc1ccc(S(=O)(=O)O)cc1. Yields the product CC1CCOC(C=Cn2c(C(C)C)nc(-c3ccc(F)cc3)c2-c2ccc(F)cc2)O1. RXN SMILES: [CH2:39]([CH2:40][CH:41]([CH3:42])[OH:43])[OH:44].[CH3:45][c:46]1[cH:47][cH:48][cH:49][cH:50][cH:51]1.[F:1][c:2]1[cH:3][cH:4][c:5](-[c:8]2[n:9][c:10]([CH:24]([CH3:25])[CH3:26])[n:11]([CH:20]=[CH:21][CH:22]=[O:23])[c:12]2-[c:13]2[cH:14][cH:15][c:16]([F:19])[cH:17][cH:18]2)[cH:6][cH:7]1.[OH2:27].[c:28]1([CH3:29])[cH:30][cH:31][c:32]([S:33]([OH:34])(=[O:35])=[O:36])[cH:37][cH:38]1>>[F:1][c:2]1[cH:3][cH:4][c:5](-[c:8]2[n:9][c:10]([CH:24]([CH3:25])[CH3:26])[n:11]([CH:20]=[CH:21][CH:22]3[O:23][CH2:39][CH2:40][CH:41]([CH3:42])[O:43]3)[c:12]2-[c:13]2[cH:14][cH:15][c:16]([F:19])[cH:17][cH:18]2)[cH:6][cH:7]1.